This data is from the Open Reaction Database (ORD), a public repository of structured organic reaction records. The task is: describe an organic reaction: reactants, conditions, products, and yield Starting materials: C(CS)(=O)OC (methyl thioglycolate), FCC(=O)C1=CC=CC=C1 (2-fluoroacetophenone), [H-].[Na+] (sodium hydride). Solvent: O (water), CS(=O)C (DMSO), C1CCOC1 (THF), CS(=O)C (DMSO). Conditions: time 15 minute. Product: CC1=C(SC2=C1C=CC=C2)C(=O)OC (Methyl 3-methylbenzothiophene-2-carboxylate). The yield is 36.0%. As a reaction SMILES: [H-].[Na+].[C:3]([O:7][CH3:8])(=[O:6])[CH2:4][SH:5].F[CH2:10][C:11]([C:13]1[CH:18]=[CH:17][CH:16]=[CH:15][CH:14]=1)=O>C1COCC1.CS(C)=O.O>[CH3:10][C:11]1[C:13]2[CH:18]=[CH:17][CH:16]=[CH:15][C:14]=2[S:5][C:4]=1[C:3]([O:7][CH3:8])=[O:6] |f:0.1|. Procedure details: To a suspension of 55% sodium hydride (390 mg, 9.69 mmol) in THF (7 mL)-DMSO (20 mL) was added methyl thioglycolate (0.64 ml) under N2 atmosphere. After ceasing of bubbling, the mixture was stirred for 15 minutes at room temperature, to which was added slowly a solution of 2-fluoroacetophenone (0.89 mL, 6.46 mmol) in DMSO (5 mL). The mixture was stirred at room temperature for 1 hour, diluted with water, and extracted with ethyl acetate. The organic layer was washed with saturated brine, dried o... The reactants are O=C([O-])[O-], CN(C)C=O, ClCCBr, [K+], [K+], O, COc1cc2c(Oc3cc4cccnc4nc3C)ccnc2cc1O. Product: COc1cc2c(Oc3cc4cccnc4nc3C)ccnc2cc1OCCCl. RXN SMILES: [C:26](=[O:27])([O-:28])[O-:29].[CH3:37][N:38]([CH3:39])[CH:40]=[O:41].[Cl:32][CH2:33][CH2:34][Br:35].[K+:30].[K+:31].[OH2:36].[OH:1][c:2]1[c:3]([O:24][CH3:25])[cH:4][c:5]2[c:6]([O:12][c:13]3[c:14]([CH3:23])[n:15][c:16]4[n:17][cH:18][cH:19][cH:20][c:21]4[cH:22]3)[cH:7][cH:8][n:9][c:10]2[cH:11]1>>[O:1]([c:2]1[c:3]([O:24][CH3:25])[cH:4][c:5]2[c:6]([O:12][c:13]3[c:14]([CH3:23])[n:15][c:16]4[n:17][cH:18][cH:19][cH:20][c:21]4[cH:22]3)[cH:7][cH:8][n:9][c:10]2[cH:11]1)[CH2:34][CH2:33][Cl:32].